describe an organic reaction: reactants, conditions, products, and yield From a dataset of the Open Reaction Database (ORD), a public repository of structured organic reaction records. Starting materials: C1(CCCCC1)C1COCC(N1CC1=CC=C(C=C1)OC)=O (5-cyclohexyl-4-(4-methoxy-benzyl)-morpholin-3-one), [Li]CCCC (n-BuLi), C(C)(C)(C)[Si](C)(C)OCCCI (tert-Butyl-(3-iodo-propoxy)-dimethyl-silane). The solvent is C1CCOC1 (THF), C1CCOC1 (THF). Conditions: temperature -78 celsius, time 30 minute. Yields the product C(C)(C)(C)[Si](OCCCC1C(N(C(CO1)C1CCCCC1)CC1=CC=C(C=C1)OC)=O)(C)C (2-[3-(tert-Butyl-dimethyl-silanyloxy)-propyl]-5-cyclohexyl-4-(4-methoxy-benzyl)-morpholin-3-one). The yield is 43.9%. RXN SMILES: [CH:1]1([CH:7]2[N:12]([CH2:13][C:14]3[CH:19]=[CH:18][C:17]([O:20][CH3:21])=[CH:16][CH:15]=3)[C:11](=[O:22])[CH2:10][O:9][CH2:8]2)[CH2:6][CH2:5][CH2:4][CH2:3][CH2:2]1.[Li]CCCC.[C:28]([Si:32]([O:35][CH2:36][CH2:37][CH2:38]I)([CH3:34])[CH3:33])([CH3:31])([CH3:30])[CH3:29]>C1COCC1>[C:28]([Si:32]([CH3:34])([CH3:33])[O:35][CH2:36][CH2:37][CH2:38][CH:10]1[O:9][CH2:8][CH:7]([CH:1]2[CH2:2][CH2:3][CH2:4][CH2:5][CH2:6]2)[N:12]([CH2:13][C:14]2[CH:15]=[CH:16][C:17]([O:20][CH3:21])=[CH:18][CH:19]=2)[C:11]1=[O:22])([CH3:31])([CH3:30])[CH3:29]. Procedure details: To a solution of 5-cyclohexyl-4-(4-methoxy-benzyl)-morpholin-3-one (700 mg, 2.3 mmol, 1.0 equiv) in THF (10.0 mL) at −78° C. was added n-BuLi (1.58 mL, 1.6 M in heptane, 2.54 mmol, 1.1 equiv). The resulting solution was stirred at −78° C. for 30 minutes, after which it was added a solution of tert-Butyl-(3-iodo-propoxy)-dimethyl-silane (693 mg, 2.3 mmol, 1.0 equiv) in THF (1.0 mL). The solution was stirred at −78° C. for 30 minutes and 2 hours at room temperature after which it was quenched by a... Reactants: glyoxylic acid propyl ester propyl hemiacetal, NC(=O)N (urea), S(O)(O)(=O)=O (sulfuric acid), C(CC)O (propanol). Product: C1(C(=O)NC(=O)N1)NC(=O)N (allantoin). As a reaction SMILES: [NH2:1][C:2]([NH2:4])=[O:3].S(=O)(=O)(O)O.[CH2:10]([OH:13])[CH2:11]C>>[CH:11]1([NH:1][C:2]([NH2:4])=[O:3])[NH:4][C:2](=[O:3])[NH:1][C:10]1=[O:13]. Procedure details: A mixture of 26.4 g of glyoxylic acid propyl ester propyl hemiacetal (0.15 mol), 30.0 g of urea (0.5 mol), 600 g of propanol and 7.5 g of 8% strength propanolic sulfuric acid was heated under reflux for 4 hours. Thereafter, the reaction had ended and the reaction mixture was cooled to room temperature, whereupon a colorless precipitate separated out, which was filtered off, washed with methanol and dried in vacuo at 50° C. 13.6 g, that is to say 42% of theory, of crystalline allantoin acid propy... Reactants: C(C)(C)C1=C(C(=C2N1N=CC1=CC=CC=C21)C2=CC=CC=C2)/C=C/C(=O)OCC (ethyl (E)-3-(3-isopropyl-1-phenylpyrrolo[2,1-a]phthalazin-2-yl)propenoate), [H-].C(C(C)C)[Al+]CC(C)C (diisobutyl aluminium hydride). The solvent is O1CCCC1 (tetrahydrofuran), O1CCCC1 (tetrahydrofuran). Conditions: temperature 0 celsius, time 1 hour. Yields the product C(C)(C)C1=C(C(=C2N1N=CC1=CC=CC=C21)C2=CC=CC=C2)C/C=C/O ((E)-3-(3-isopropyl-1-phenylpyrrolo[2,1-a]phthalazin-2-yl)propen-1-ol). Isolated yield 125.3%. Reaction SMILES: [CH:1]([C:4]1[N:8]2[N:9]=[CH:10][C:11]3[C:16]([C:7]2=[C:6]([C:17]2[CH:22]=[CH:21][CH:20]=[CH:19][CH:18]=2)[C:5]=1/[CH:23]=[CH:24]/[C:25](OCC)=[O:26])=[CH:15][CH:14]=[CH:13][CH:12]=3)([CH3:3])[CH3:2].[H-].C([Al+]CC(C)C)C(C)C>O1CCCC1>[CH:1]([C:4]1[N:8]2[N:9]=[CH:10][C:11]3[C:16]([C:7]2=[C:6]([C:17]2[CH:22]=[CH:21][CH:20]=[CH:19][CH:18]=2)[C:5]=1[CH2:23]/[CH:24]=[CH:25]/[OH:26])=[CH:15][CH:14]=[CH:13][CH:12]=3)([CH3:3])[CH3:2] |f:1.2|. Procedure details: A stirred solution of ethyl (E)-3-(3-isopropyl-1-phenylpyrrolo[2,1-a]phthalazin-2-yl)propenoate (0.86 g) in dry tetrahydrofuran (25 ml) at 0° C. under an atmosphere of argon was treated dropwise with a solution of diisobutyl aluminium hydride in tetrahydrofuran (1M; 6.7 ml). The reaction mixture was stirred at 0° C. for 1 hour and then it was quenched by dropwise treatment with saturated aqueous sodium sulphate solution (25 ml). The resulting mixture was partitioned between water (100 ml) and di... Starting materials: NC1=CC=C2C=3C(=CC=C(C3NC2=C1)C(=O)N)C1=C(C(=CC=C1)NC(C1=CC=C(C=C1)F)=O)C (7-amino-4-(3-(4-fluorobenzamido)-2-methylphenyl)-9H-carbazole-1-carboxamide), TEA, CS(=O)(=O)Cl (methanesulfonyl chloride). Run in C(Cl)Cl.C1CCOC1 (DCM THF). Reaction conditions: time 1.5 hour. Yields the product FC1=CC=C(C(=O)NC=2C(=C(C=CC2)C2=CC=C(C=3NC4=CC(=CC=C4C23)NS(=O)(=O)C)C(=O)N)C)C=C1 (4-(3-(4-fluorobenzamido)-2-methylphenyl)-7-(methylsulfonamido)-9H-carbazole-1-carboxamide). Reaction SMILES: [NH2:1][C:2]1[CH:14]=[C:13]2[C:5]([C:6]3[C:7]([C:18]4[CH:23]=[CH:22][CH:21]=[C:20]([NH:24][C:25](=[O:33])[C:26]5[CH:31]=[CH:30][C:29]([F:32])=[CH:28][CH:27]=5)[C:19]=4[CH3:34])=[CH:8][CH:9]=[C:10]([C:15]([NH2:17])=[O:16])[C:11]=3[NH:12]2)=[CH:4][CH:3]=1.[CH3:35][S:36](Cl)(=[O:38])=[O:37]>C(Cl)Cl.C1COCC1>[F:32][C:29]1[CH:28]=[CH:27][C:26]([C:25]([NH:24][C:20]2[C:19]([CH3:34])=[C:18]([C:7]3[C:6]4[C:5]5[C:13](=[CH:14][C:2]([NH:1][S:36]([CH3:35])(=[O:38])=[O:37])=[CH:3][CH:4]=5)[NH:12][C:11]=4[C:10]([C:15]([NH2:17])=[O:16])=[CH:9][CH:8]=3)[CH:23]=[CH:22][CH:21]=2)=[O:33])=[CH:31][CH:30]=1 |f:2.3|. Procedure: A solution of 7-amino-4-(3-(4-fluorobenzamido)-2-methylphenyl)-9H-carbazole-1-carboxamide (Example 54-5, 30 mg, 0.066 mmol) and TEA (0.018 mL, 0.133 mmol) in DCM-THF (2:1, 3 mL) was treated with methanesulfonyl chloride (10 μL, 0.133 mmol). The mixture was stirred at rt for 1.5 h, and was concentrated and purified by preparative HPLC to provide 4-(3-(4-fluorobenzamido)-2-methylphenyl)-7-(methylsulfonamido)-9H-carbazole-1-carboxamide as a white solid (Example 59-1, 3.5 mg, 9%). 1H NMR (500 MHz, m... The reactants are COC(=O)c1ccc(CBr)c(OC)c1, [N-]=[N+]=[N-], [Na+], CN(C)C=O. Product: COC(=O)c1ccc(CN=[N+]=[N-])c(OC)c1. Reaction SMILES: [CH3:1][O:2][C:3]([c:4]1[cH:5][c:6]([O:12][CH3:13])[c:7]([CH2:10][Br:11])[cH:8][cH:9]1)=[O:14].[N-:15]=[N+:16]=[N-:17].[Na+:18].[O:19]=[CH:20][N:21]([CH3:22])[CH3:23]>>[CH3:1][O:2][C:3]([c:4]1[cH:5][c:6]([O:12][CH3:13])[c:7]([CH2:10][N:15]=[N+:16]=[N-:17])[cH:8][cH:9]1)=[O:14]. The reactants are [OH-].[Na+] (sodium hydroxide), FC=1C=C(C=CC1)C(C(=O)O)=O (3-fluorophenylglyoxylic acid), I.NNC(=NC)NNC (1-amino-2-methyl-3-methylaminoguanidine hydroiodide). The solvent is C(C)O (ethanol), Cl (hydrochloride). Reaction conditions: time 2 hour. The product is CNC1=NN=C(C(N1NC)=O)C1=CC(=CC=C1)F (3,4-bis(methylamino)-6-(3-fluorophenyl)-4H-1,2,4-triazin-5-one). Yield: 86.3%. Reaction SMILES: [F:1][C:2]1[CH:3]=[C:4]([C:8](=O)[C:9]([OH:11])=O)[CH:5]=[CH:6][CH:7]=1.I.[NH2:14][NH:15][C:16]([NH:19][NH:20][CH3:21])=[N:17][CH3:18].[OH-].[Na+]>C(O)C.Cl>[CH3:18][NH:17][C:16]1[N:19]([NH:20][CH3:21])[C:9](=[O:11])[C:8]([C:4]2[CH:5]=[CH:6][CH:7]=[C:2]([F:1])[CH:3]=2)=[N:14][N:15]=1 |f:1.2,3.4|. Procedure details: 3.8 g (0.02 mole) of 3-fluorophenylglyoxylic acid in 10 ml of ethanol are slowly added dropwise to a solution of 5.4 g (0.022 mole) of 1-amino-2-methyl-3-methylaminoguanidine hydroiodide in 55 ml of 2N hydrochloride acid. The temperature rises from 20° to 30° C. during this addition and a pale yellow precipitate forms. This mixture is stirred for 2 hours to a temperature in the range from 60° to 70° C., whereupon a clear yellow orange solution forms. After cooling, this solution is neutralised w... The reactants are CCn1ncc2c(O)cc(-c3ccccc3)nc21, O=P(Cl)(Cl)Cl. Product: CCn1ncc2c(Cl)cc(-c3ccccc3)nc21. RXN SMILES: [CH2:1]([CH3:2])[n:3]1[n:4][cH:5][c:6]2[c:7]1[n:8][c:9](-[c:13]1[cH:14][cH:15][cH:16][cH:17][cH:18]1)[cH:10][c:11]2[OH:12].[P:19]([Cl:20])([Cl:21])([Cl:22])=[O:23]>>[CH2:1]([CH3:2])[n:3]1[n:4][cH:5][c:6]2[c:7]1[n:8][c:9](-[c:13]1[cH:14][cH:15][cH:16][cH:17][cH:18]1)[cH:10][c:11]2[Cl:21]. Reactants: C(#N)C1=CC=C(C=C1)CCC(CCCCC(=O)OCC)\C=C\C1=C(C=CC=C1)O (Ethyl E-6-[2-(4-cyanophenyl)ethyl]-8-(2-hydroxyphenyl)oct-7-enoate), C(C)(C)(C)C1=CC=C(CBr)C=C1 (4-(tert-butyl)benzyl bromide), C([O-])([O-])=O.[K+].[K+] (potassium carbonate). The solvent is C(C)#N (acetonitrile). The product is C(C)(C)(C)C1=CC=C(COC2=C(C=CC=C2)/C=C/C(CCCCC(=O)OCC)CCC2=CC=C(C=C2)C#N)C=C1 (Ethyl E-8-[2-(4-tert-butylbenzyloxy)phenyl]-6-[2-(4-cyanophenyl)ethyl]oct-7-enoate). Isolated yield 88.8%. As a reaction SMILES: [C:1]([C:3]1[CH:8]=[CH:7][C:6]([CH2:9][CH2:10][CH:11](/[CH:21]=[CH:22]/[C:23]2[CH:28]=[CH:27][CH:26]=[CH:25][C:24]=2[OH:29])[CH2:12][CH2:13][CH2:14][CH2:15][C:16]([O:18][CH2:19][CH3:20])=[O:17])=[CH:5][CH:4]=1)#[N:2].[C:30]([C:34]1[CH:41]=[CH:40][C:37]([CH2:38]Br)=[CH:36][CH:35]=1)([CH3:33])([CH3:32])[CH3:31].C(=O)([O-])[O-].[K+].[K+]>C(#N)C>[C:30]([C:34]1[CH:35]=[CH:36][C:37]([CH2:38][O:29][C:24]2[CH:25]=[CH:26][CH:27]=[CH:28][C:23]=2/[CH:22]=[CH:21]/[CH:11]([CH2:10][CH2:9][C:6]2[CH:7]=[CH:8][C:3]([C:1]#[N:2])=[CH:4][CH:5]=2)[CH2:12][CH2:13][CH2:14][CH2:15][C:16]([O:18][CH2:19][CH3:20])=[O:17])=[CH:40][CH:41]=1)([CH3:33])([CH3:31])[CH3:32] |f:2.3.4|. Procedure: A solution of 2300 mg (5.87 mmol) of ethyl E-6-[2-(4-cyanophenyl)ethyl]-8-(2-hydroxyphenyl)oct-7-enoate from Example 87A in 160 ml of dry acetonitrile is mixed with 1600 mg (7.05 mmol) of 4-(tert-butyl)benzyl bromide and 1220 mg (8.81 mmol) of anhydrous potassium carbonate and heated to reflux for 12 hours. The mixture is then concentrated to dryness. The residue is taken up in ethyl acetate, washed with water and saturated sodium chloride solution and dried over sodium sulfate. The organic phas...